Task: describe an organic reaction: reactants, conditions, products, and yield. Dataset: the Open Reaction Database (ORD), a public repository of structured organic reaction records The reactants are CC1(CCNCC1)OC(NC1=C(C=CC=C1)C1=CC=CC=C1)=O (biphenyl-2-ylcarbamic acid 4-methylpiperidin-4-yl ester), O1C(OCC1)C1=CC=C(C=C1)NC(C=C)=O (N-(4-[1,3]dioxolan-2-yl-phenyl)acrylamide). The solvent is C(C)(=O)OCC (ethyl acetate), CO.ClCCl (methanol dichloromethane). Yields the product O1C(OCC1)C1=CC=C(C=C1)NC(=O)CCN1CCC(CC1)(C)OC(NC1=C(C=CC=C1)C1=CC=CC=C1)=O (Biphenyl-2-ylcarbamic Acid 1-[2-(4-[1,3]dioxolan-2-ylphenylcarbamoyl)-ethyl]-4-methylpiperidin-4-yl Ester). Reaction SMILES: [CH3:1][C:2]1([O:8][C:9](=[O:23])[NH:10][C:11]2[CH:16]=[CH:15][CH:14]=[CH:13][C:12]=2[C:17]2[CH:22]=[CH:21][CH:20]=[CH:19][CH:18]=2)[CH2:7][CH2:6][NH:5][CH2:4][CH2:3]1.[O:24]1[CH2:28][CH2:27][O:26][CH:25]1[C:29]1[CH:34]=[CH:33][C:32]([NH:35][C:36](=[O:39])[CH:37]=[CH2:38])=[CH:31][CH:30]=1>CO.ClCCl.C(OCC)(=O)C>[O:24]1[CH2:28][CH2:27][O:26][CH:25]1[C:29]1[CH:30]=[CH:31][C:32]([NH:35][C:36]([CH2:37][CH2:38][N:5]2[CH2:6][CH2:7][C:2]([O:8][C:9](=[O:23])[NH:10][C:11]3[CH:16]=[CH:15][CH:14]=[CH:13][C:12]=3[C:17]3[CH:22]=[CH:21][CH:20]=[CH:19][CH:18]=3)([CH3:1])[CH2:3][CH2:4]2)=[O:39])=[CH:33][CH:34]=1 |f:2.3|. Reported procedure: A mixture of biphenyl-2-ylcarbamic acid 4-methylpiperidin-4-yl ester (2.73 g, 8.79 mmol) and N-(4-[1,3]dioxolan-2-yl-phenyl)acrylamide (2.05 g, 8.80 mmol) were heated in 100 mL of 1:1 methanol/dichloromethane at 50° C. under nitrogen for 1 h. The solution was then diluted with ethyl acetate and the organic layer was washed with water, brine, dried (MgSO4) and concentrated under reduced pressure to give the title compound. MS m/z calcd for C31H35N3O5 (M+H)+ 530.6; found 530.4. Reactants: BrCC(=O)C1=C(C=C(C=C1C)NC(C)=O)C (N-(4-(2-bromoacetyl)-3,5-dimethylphenyl)acetamide). The solvent is C(C)O (ethanol), Cl (hydrochloric acid). Yields the product NC1=CC(=C(C(=C1)C)C(CBr)=O)C (1-(4-Amino-2,6-dimethylphenyl)-2-bromoethanone). Yield: 85.3%. Reaction SMILES: [Br:1][CH2:2][C:3]([C:5]1[C:10]([CH3:11])=[CH:9][C:8]([NH:12]C(=O)C)=[CH:7][C:6]=1[CH3:16])=[O:4]>C(O)C.Cl>[NH2:12][C:8]1[CH:7]=[C:6]([CH3:16])[C:5]([C:3](=[O:4])[CH2:2][Br:1])=[C:10]([CH3:11])[CH:9]=1. Procedure: A solution of N-(4-(2-bromoacetyl)-3,5-dimethylphenyl)acetamide (1-1, 6.92 g, 24.4 mmol) in 20.0 mL of ethanol and 10.2 mL of concentrated hydrochloric acid was heated at reflux for 1.5 h. The solution was concentrated and added with ethyl acetate (100 mL) and saturated aqueous Na2CO3 (100 mL). The organic layer was collected, dried over anhydrous MgSO4(s), and concentrated under reduced pressure to give 1-(4-amino-2,6-dimethylphenyl)-2-bromoethanone (1-2, 5.04 g) as yellow solids, which was use... Run in C1(=CC=CC=C1)C (toluene). Reported procedure: Mixture of 4-bromo-N-cyclopropylmethyl-2-trifluoromethylbenzenesulfonamide (228 mg, 0.63 mmol), 2,-amino-4,6-dimethoxypyrimidine (156 mg, 1.0 mmol), Pd(OAc)2 (26 mg, 0.11 mmol), BINAP (78 mg, 0.12 mmol) and cesium carbonate (362 mg, 1.11 mmol) in 15 ml toluene was relaxed for 6 hours. Toluene was evaporated in vacuum and crude oil was purified by Combiflash (PE-THF). Yield 41% The reactants are BrC1=CC(=C(C=C1)S(=O)(=O)NCC1CC1)C(F)(F)F (4-bromo-N-cyclopropylmethyl-2-trifluoromethylbenzenesulfonamide), NC1=NC(=CC(=N1)OC)OC (amino-4,6-dimethoxypyrimidine), C=1C=CC(=CC1)P(C=2C=CC=CC2)C3=CC=C4C=CC=CC4=C3C5=C6C=CC=CC6=CC=C5P(C=7C=CC=CC7)C=8C=CC=CC8 (BINAP), C([O-])([O-])=O.[Cs+].[Cs+] (cesium carbonate). The reagents and catalysts are CC(=O)[O-].CC(=O)[O-].[Pd+2] (Pd(OAc)2). Yield: 41.0%. The product is C1(CC1)CNS(=O)(=O)C1=C(C=C(C=C1)NC1=NC(=CC(=N1)OC)OC)C(F)(F)F (N-Cyclopropylmethyl-4-(4,6-dimethoxy-pyrimidin-2-ylamino)-2-trifluoromethyl-benzenesulfonamide). Reaction SMILES: Br[C:2]1[CH:7]=[CH:6][C:5]([S:8]([NH:11][CH2:12][CH:13]2[CH2:15][CH2:14]2)(=[O:10])=[O:9])=[C:4]([C:16]([F:19])([F:18])[F:17])[CH:3]=1.[NH2:20][C:21]1[N:26]=[C:25]([O:27][CH3:28])[CH:24]=[C:23]([O:29][CH3:30])[N:22]=1.C1C=CC(P(C2C(C3C(P(C4C=CC=CC=4)C4C=CC=CC=4)=CC=C4C=3C=CC=C4)=C3C(C=CC=C3)=CC=2)C2C=CC=CC=2)=CC=1.C(=O)([O-])[O-].[Cs+].[Cs+]>C1(C)C=CC=CC=1.CC([O-])=O.CC([O-])=O.[Pd+2]>[CH:13]1([CH2:12][NH:11][S:8]([C:5]2[CH:6]=[CH:7][C:2]([NH:20][C:21]3[N:22]=[C:23]([O:29][CH3:30])[CH:24]=[C:25]([O:27][CH3:28])[N:26]=3)=[CH:3][C:4]=2[C:16]([F:19])([F:18])[F:17])(=[O:10])=[O:9])[CH2:15][CH2:14]1 |f:3.4.5,7.8.9|. Reactants: BrCC1=C(C=NN1C1=NC=C(C=C1Cl)C(F)(F)F)C#N (5-bromomethyl-4-cyano-1-(3-chloro-5-trifluoromethylpyridin-2-yl)-1H-pyrazole), C(C)OCC (diethyl ether). The solvent is N1=CC=CC=C1 (pyridine). The product is [Br-].C(#N)C=1CN(NC1C[N+]1=CC=CC=C1)C1=NC=C(C=C1Cl)C(F)(F)F (1-[4-cyano-2-(3-chloro-5-trifluoromethylpyridin-2-yl)-1H-pyrazol-5-ylmethyl]pyridinium bromide). RXN SMILES: [Br:1]C[C:3]1[N:7]([C:8]2[C:13]([Cl:14])=[CH:12][C:11]([C:15]([F:18])([F:17])[F:16])=[CH:10][N:9]=2)[N:6]=[CH:5][C:4]=1[C:19]#[N:20].C(O[CH2:24][CH3:25])C>N1C=CC=CC=1>[Br-:1].[C:19]([C:4]1[CH2:3][N:7]([C:8]2[C:13]([Cl:14])=[CH:12][C:11]([C:15]([F:16])([F:17])[F:18])=[CH:10][N:9]=2)[NH:6][C:5]=1[CH2:8][N+:7]1[CH:25]=[CH:24][CH:5]=[CH:4][CH:3]=1)#[N:20] |f:3.4|. Procedure details: A solution of 13.6 grams (0.044 mole) of 5-bromomethyl-4-cyano-1-(3-chloro-5-trifluoromethylpyridin-2-yl)-1H-pyrazole in 41 mL of pyridine was stirred at ambient temperature for three hours. After this time, the reaction mixture was slurried in 350 mL of diethyl ether and filtered. The filter cake was washed with additional diethyl ether. The filter cake was dried, yielding 11.9 grams of 1-[4-cyano-2-(3-chloro-5-trifluoromethylpyridin-2-yl)-1H-pyrazol-5-ylmethyl]pyridinium bromide. The nmr spect... The reactants are CO (MeOH), C(#N)[BH3-].[Na+] (Sodium cyanoborohydride), ClC=1C=C(CNC(=O)NC=2SC=C(N2)CNC)C=CC1Cl (1-(3,4-Dichloro-benzyl)-3-(4-methylaminomethyl-thiazol-2-yl)-urea), COC1=C(C=O)C=CC(=C1)OC (2,4-Dimethoxy-benzaldehyde). Reagents/catalysts: C(C)(=O)O (acetic acid). The solvent is C(Cl)Cl (DCM), ClCCl (dichloromethane), C(Cl)Cl (DCM). The product is N (NH3), ClC=1C=C(CNC(=O)NC=2SC=C(N2)CN(C)CC2=C(C=C(C=C2)OC)OC)C=CC1Cl (1-(3,4-Dichloro-benzyl)-3-(4-{[(2,4-dimethoxy-benzyl)-methyl-amino]-methyl}-thiazol-2-yl)-urea). RXN SMILES: [Cl:1][C:2]1[CH:3]=[C:4]([CH:18]=[CH:19][C:20]=1[Cl:21])[CH2:5][NH:6][C:7]([NH:9][C:10]1[S:11][CH:12]=[C:13]([CH2:15][NH:16][CH3:17])[N:14]=1)=[O:8].[CH3:22][O:23][C:24]1[CH:31]=[C:30]([O:32][CH3:33])[CH:29]=[CH:28][C:25]=1[CH:26]=O.C([BH3-])#N.[Na+].CO>C(Cl)Cl.C(O)(=O)C>[NH3:6].[Cl:1][C:2]1[CH:3]=[C:4]([CH:18]=[CH:19][C:20]=1[Cl:21])[CH2:5][NH:6][C:7]([NH:9][C:10]1[S:11][CH:12]=[C:13]([CH2:15][N:16]([CH2:26][C:25]2[CH:28]=[CH:29][C:30]([O:32][CH3:33])=[CH:31][C:24]=2[O:23][CH3:22])[CH3:17])[N:14]=1)=[O:8] |f:2.3|. Procedure: 1-(3,4-Dichloro-benzyl)-3-(4-methylaminomethyl-thiazol-2-yl)-urea (Example 132) was taken up in DCM with 1.5 equivalents of 2,4-Dimethoxy-benzaldehyde and several drops of acetic acid. Reaction was stirred for several hours at ambient temperature. Sodium cyanoborohydride (1.5 equivalents) was added at once and the reaction was stirred overnight at ambient temperature. An aqueous work-up with dichloromethane and chromatography (silica, DCM, 0-10% MeOH saturated with NH3) afforded the title compou...